From a dataset of the Open Reaction Database (ORD), a public repository of structured organic reaction records. describe an organic reaction: reactants, conditions, products, and yield The reactants are CC(=O)CC(=O)c1ccc(C)cc1, O=C(O)C(F)(F)F, Cc1oc(-c2ccccc2)nc1CCOc1ccc(CC(N)C(=O)O)cc1. Product: CC(=CC(=O)c1ccc(C)cc1)NC(Cc1ccc(OCCc2nc(-c3ccccc3)oc2C)cc1)C(=O)O. RXN SMILES: [CH3:35][c:36]1[cH:37][cH:38][c:39]([C:42]([CH2:43][C:44]([CH3:45])=[O:46])=[O:47])[cH:40][cH:41]1.[F:28][C:29]([F:30])([F:31])[C:32]([OH:33])=[O:34].[NH2:1][CH:2]([C:3](=[O:4])[OH:5])[CH2:6][c:7]1[cH:8][cH:9][c:10]([O:13][CH2:14][CH2:15][c:16]2[n:17][c:18](-[c:22]3[cH:23][cH:24][cH:25][cH:26][cH:27]3)[o:19][c:20]2[CH3:21])[cH:11][cH:12]1>>[NH:1]([CH:2]([C:3](=[O:4])[OH:5])[CH2:6][c:7]1[cH:8][cH:9][c:10]([O:13][CH2:14][CH2:15][c:16]2[n:17][c:18](-[c:22]3[cH:23][cH:24][cH:25][cH:26][cH:27]3)[o:19][c:20]2[CH3:21])[cH:11][cH:12]1)[C:44](=[CH:43][C:42]([c:39]1[cH:38][cH:37][c:36]([CH3:35])[cH:41][cH:40]1)=[O:47])[CH3:45]. Starting materials: O (water), C(C)OC1=NC=NC2=CC=C(C=C12)C=O (4-ethoxy-quinazoline-6-carbaldehyde), COC=1C=CC(=CC1OC2CCCC2)/C=C\3/C(=O)NC(=N)S3 (pseudothiohydantoin), C(C)(=O)[O-].[Na+] (sodium acetate). Run in C(C)(=O)O (acetic acid). The product is NC=1S\C(\C(N1)=O)=C/C=1C=C2C(=NC=NC2=CC1)OCC (2-Amino-5-[1-(4-ethoxy-quinazolin-6-yl)-meth-(Z)-ylidene]-thiazol-4-one). Reaction SMILES: [CH2:1]([O:3][C:4]1[C:13]2[C:8](=[CH:9][CH:10]=[C:11]([CH:14]=O)[CH:12]=2)[N:7]=[CH:6][N:5]=1)[CH3:2].COC1C=CC(/C=[C:31]2/[C:32]([NH:34][C:35]([S:37]/2)=[NH:36])=[O:33])=CC=1OC1CCCC1.C([O-])(=O)C.[Na+].O>C(O)(=O)C>[NH2:36][C:35]1[S:37]/[C:31](=[CH:14]\[C:11]2[CH:12]=[C:13]3[C:8](=[CH:9][CH:10]=2)[N:7]=[CH:6][N:5]=[C:4]3[O:3][CH2:1][CH3:2])/[C:32](=[O:33])[N:34]=1 |f:2.3|. Procedure details: The suspension of 4-ethoxy-quinazoline-6-carbaldehyde (example 10b) (1 equiv.), pseudothiohydantoin (1 equiv.), and sodium acetate (4 equiv.) in acetic acid was stirred under reflux for 12 h. After cooling to room temperature, water was added. The solid was collected by filtration, washed with water and dried to 2-amino-5-[1-(4-ethoxy-quinazolin-6-yl)-meth-(Z)-ylidene]-thiazol-4-one. LC-MS m/e 301 (MH+) as a slight yellow solid. LC-MS m/e 256 (MH+). The reactants are CN1CC(=O)N=C1N (creatinine), Cl (hydrochloride), Cl (hydrochloric acid), CN1CC(=O)N=C1N (creatinine). The solvent is O (water). The product is CN1CC(=O)N=C1N.[Cl-].NC(=[NH2+])N (creatinine guanidinium chloride). Reaction SMILES: [CH3:1][N:2]1[C:7]([NH2:8])=[N:6][C:4](=[O:5])[CH2:3]1.[ClH:9]>O>[CH3:1][N:2]1[C:7]([NH2:8])=[N:6][C:4](=[O:5])[CH2:3]1.[Cl-:9].[NH2:6][C:7]([NH2:8])=[NH2+:2] |f:3.4.5|. Procedure: To a Schlenk reactor, 30 mL of deionized water was added, followed by 5 g (44.3 mmol) of creatinine. Under a high-purity argon atmosphere, the mixture was heated with stirring. After the temperature in reactor reached up to the predetermined temperature of 18° C., an aqueous solution of hydrochloric acid at a concentration of 18.5% was added via a constant pressure dropping funnel into the reactor. The molar ratio between creatinine and hydrochloride was set as 1:1. The reaction was kept with st... The reactants are CCI, CN(C)C=O, CCOC(=O)c1c[nH]c2nc(-c3ccncc3)c(F)cc2c1=O, [H-], [Na+]. Yields the product CCOC(=O)c1cn(CC)c2nc(-c3ccncc3)c(F)cc2c1=O. RXN SMILES: [CH2:26]([CH3:27])[I:28].[CH3:29][N:30]([CH3:31])[CH:32]=[O:33].[F:1][c:2]1[cH:3][c:4]2[c:5](=[O:23])[c:6]([C:18](=[O:19])[O:20][CH2:21][CH3:22])[cH:7][nH:8][c:9]2[n:10][c:11]1-[c:12]1[cH:13][cH:14][n:15][cH:16][cH:17]1.[H-:24].[Na+:25]>>[F:1][c:2]1[cH:3][c:4]2[c:5](=[O:23])[c:6]([C:18](=[O:19])[O:20][CH2:21][CH3:22])[cH:7][n:8]([CH2:26][CH3:27])[c:9]2[n:10][c:11]1-[c:12]1[cH:13][cH:14][n:15][cH:16][cH:17]1.